Dataset: the Open Reaction Database (ORD), a public repository of structured organic reaction records. Task: describe an organic reaction: reactants, conditions, products, and yield Starting materials: O1CC(CCC1)=O (dihydro-2H-pyran-3(4H)-one), N1CCCC1 (pyrrolidine), O.C1(=CC=C(C=C1)S(=O)(=O)O)C (p-toluenesulfonic acid monohydrate), [S] (sulfur), N#CN (cyanamide). The solvent is C1CCCCC1 (cyclohexane), CO (methanol). Reaction conditions: time 8 hour. Yields the product S1C(=NC2=C1CCOC2)N (6,7-dihydro-4H-pyrano[3,4-d][1,3]thiazol-2-amine). The yield is 974.2%. As a reaction SMILES: [O:1]1[CH2:6][CH2:5][CH2:4][C:3](=O)[CH2:2]1.N1CCCC1.O.C1(C)C=CC([S:20](O)(=O)=O)=CC=1.[S].[N:26]#[C:27][NH2:28]>C1CCCCC1.CO>[S:20]1[C:4]2[CH2:5][CH2:6][O:1][CH2:2][C:3]=2[N:26]=[C:27]1[NH2:28] |f:2.3,^3:24|. Procedure details: To a solution of dihydro-2H-pyran-3(4H)-one (purchased from JW-Pharmlab) (5.0 g, 50 mmol) in cyclohexane (100 mL) were added pyrrolidine (4.3 mL, 52 mmol) and p-toluenesulfonic acid monohydrate (0.05 g). The reaction mixture was refluxed for 3 h with a Dean-Stark trap, cooled and concentrated. The residue was dissolved in methanol (80 mL) and then sulfur (1.66 g, 52 mmol) was added. To the mixture was added a solution of cyanamide (2.52 g, 52 mmol) in methanol (20 mL) at 0° C. The reaction mixtu... Reactants: CC1=NOC(=C1CC(=O)O)C ((3,5-dimethylisoxazol-4-yl)acetic acid), CN[C@@H]1CCC=2N(C3=CC=CC=C3C2CC(=O)OCCC)C1 (propyl [(7R)-7-(methylamino)-6,7,8,9-tetrahydropyrido[1,2-a]indol-10-yl]acetate). Product: CC1=NOC(=C1CC(=O)N([C@@H]1CCC=2N(C3=CC=CC=C3C2CC(=O)O)C1)C)C (((7R)-7-{[2-(3,5-Dimethyl-isoxazol-4-yl)-acetyl]-methyl-amino}-6,7,8,9-tetrahydro-pyrido[1,2-a]indol-10-yl)-acetic acid). Reaction SMILES: [CH3:1][C:2]1[C:6]([CH2:7][C:8]([OH:10])=O)=[C:5]([CH3:11])[O:4][N:3]=1.[CH3:12][NH:13][C@H:14]1[CH2:33][N:18]2[C:19]3[C:24]([C:25]([CH2:26][C:27]([O:29]CCC)=[O:28])=[C:17]2[CH2:16][CH2:15]1)=[CH:23][CH:22]=[CH:21][CH:20]=3>>[CH3:1][C:2]1[C:6]([CH2:7][C:8]([N:13]([CH3:12])[C@H:14]2[CH2:33][N:18]3[C:19]4[C:24]([C:25]([CH2:26][C:27]([OH:29])=[O:28])=[C:17]3[CH2:16][CH2:15]2)=[CH:23][CH:22]=[CH:21][CH:20]=4)=[O:10])=[C:5]([CH3:11])[O:4][N:3]=1. Procedure: The title compound was prepared using analogous procedures described in Example 1 (Method A) from (3,5-dimethylisoxazol-4-yl)acetic acid and propyl [(7R)-7-(methylamino)-6,7,8,9-tetrahydropyrido[1,2-a]indol-10-yl]acetate. MS (+ESI) m/z: 396. Reactants: O=C(O)c1cc(Br)c(OCC(F)(F)F)nc1C(F)(F)F, CC(O)(CN)C1CC1. Product: CC(O)(CNC(=O)c1cc(Br)c(OCC(F)(F)F)nc1C(F)(F)F)C1CC1. As a reaction SMILES: [Br:1][c:2]1[c:3]([O:15][CH2:16][C:17]([F:18])([F:19])[F:20])[n:4][c:5]([C:11]([F:12])([F:13])[F:14])[c:6]([C:7](=[O:8])[OH:9])[cH:10]1.[NH2:21][CH2:22][C:23]([OH:24])([CH:25]1[CH2:26][CH2:27]1)[CH3:28]>>[Br:1][c:2]1[c:3]([O:15][CH2:16][C:17]([F:18])([F:19])[F:20])[n:4][c:5]([C:11]([F:12])([F:13])[F:14])[c:6]([C:7](=[O:9])[NH:21][CH2:22][C:23]([OH:24])([CH:25]2[CH2:26][CH2:27]2)[CH3:28])[cH:10]1. Starting materials: BrCCC1=C(C=CC=C1Cl)OC1=C(C(=CC=C1)Cl)CCBr (2-bromoethyl-3-chlorophenyl ether), C(C)(C)N (isopropyl amine). Product: Cl.ClC=1C=C(OCCNC(C)C)C=CC1 (N-[2-(3-Chlorophenoxy)ethyl]-1-methylethanamine, Hydrochloride). RXN SMILES: BrCCC1C([Cl:10])=CC=[CH:6][C:5]=1[O:11][C:12]1[CH:17]=[CH:16][CH:15]=[C:14]([Cl:18])[C:13]=1CCBr.[CH:22]([NH2:25])([CH3:24])[CH3:23]>>[ClH:10].[Cl:18][C:14]1[CH:13]=[C:12]([CH:17]=[CH:16][CH:15]=1)[O:11][CH2:5][CH2:6][NH:25][CH:22]([CH3:24])[CH3:23] |f:2.3|. Procedure details: Following the procedure of Preparation 11, 2-bromoethyl-3-chlorophenyl ether and isopropyl amine in excess were reacted and the reaction mixture processed to yield an oil, the free base of the title compound. A portion of the oil converted to the hydrochloride salt (77.8%), m.p. 153.5°-155.5° C.